This data is from the Open Reaction Database (ORD), a public repository of structured organic reaction records. The task is: describe an organic reaction: reactants, conditions, products, and yield The reactants are C(C)(=O)NC1CN(CC1)C1=NC(=C(C(=O)C(C(=O)OCC)=CN(C)C)C=C1F)NC1=C(C=C(C=C1)F)F (ethyl 2-[6-(3-acetylamino-1-pyrrolidinyl)-2-(2,4-difluorophenylamino)-5-fluoronicotinoyl]-3-(N,N-dimethylamino)acrylate), Cl (hydrochloric acid), C(Cl)(Cl)Cl (chloroform), O (water). Run in C(C)O (ethanol), C(C)OCC (diethyl ether). The product is C(C)(=O)NC1CN(CC1)C1=C(C=C2C(C(=CN(C2=N1)C1=C(C=C(C=C1)F)F)C(=O)OCC)=O)F (ethyl 7-(3-acetylamino-1-pyrrolidinyl)-1-(2,4-difluorophenyl)-6-fluoro-1,4-dihydro-4-oxo-1,8-naphthyridine-3-carboxylate). Isolated yield 98.6%. As a reaction SMILES: [C:1]([NH:4][CH:5]1[CH2:9][CH2:8][N:7]([C:10]2[C:27]([F:28])=[CH:26][C:13]([C:14]([C:16](=[CH:22]N(C)C)[C:17]([O:19][CH2:20][CH3:21])=[O:18])=[O:15])=[C:12]([NH:29][C:30]3[CH:35]=[CH:34][C:33]([F:36])=[CH:32][C:31]=3[F:37])[N:11]=2)[CH2:6]1)(=[O:3])[CH3:2].Cl.C(Cl)(Cl)Cl.O>C(O)C.C(OCC)C>[C:1]([NH:4][CH:5]1[CH2:9][CH2:8][N:7]([C:10]2[N:11]=[C:12]3[C:13]([C:14](=[O:15])[C:16]([C:17]([O:19][CH2:20][CH3:21])=[O:18])=[CH:22][N:29]3[C:30]3[CH:35]=[CH:34][C:33]([F:36])=[CH:32][C:31]=3[F:37])=[CH:26][C:27]=2[F:28])[CH2:6]1)(=[O:3])[CH3:2]. Procedure details: In 4 ml of ethanol was suspended 200 mg of ethyl 2-[6-(3-acetylamino-1-pyrrolidinyl)-2-(2,4-difluorophenylamino)-5-fluoronicotinoyl]-3-(N,N-dimethylamino)acrylate, and 0.4 ml of 1N hydrochloric acid was added thereto, after which the resulting mixture was subjected to reaction at room temperature for 5 minutes. Subsequently, to the reaction mixture were added 10 ml of chloroform and 10 ml of water, and the organic layer was separated, washed successively with 10 ml of water and 10 ml of saturate... Reactants: COc1cc(NC(=O)CBr)c(C(=O)Cc2ccc(Cl)c(Cl)c2)cc1OC, CO, ClCCl, N. RXN SMILES: [Br:1][CH2:2][C:3](=[O:4])[NH:5][c:6]1[c:7]([C:16]([CH2:17][c:18]2[cH:19][c:20]([Cl:25])[c:21]([Cl:24])[cH:22][cH:23]2)=[O:26])[cH:8][c:9]([O:14][CH3:15])[c:10]([O:12][CH3:13])[cH:11]1.[CH3:28][OH:29].[Cl:30][CH2:31][Cl:32].[NH3:27]>>[CH2:2]1[C:3](=[O:4])[NH:5][c:6]2[c:7]([cH:8][c:9]([O:14][CH3:15])[c:10]([O:12][CH3:13])[cH:11]2)[C:16]([CH2:17][c:18]2[cH:19][c:20]([Cl:25])[c:21]([Cl:24])[cH:22][cH:23]2)=[N:27]1. The product is COc1cc2c(cc1OC)C(Cc1ccc(Cl)c(Cl)c1)=NCC(=O)N2. Starting materials: CN(C)C=O (DMF), Cl (hydrochloric acid), FC=1C=C(C=C(C1F)C1=CC=C(C=C1)CCCCC)C (3,4-difluoro-5-(4-pentylphenyl)toluene), [Li]C(C)CC (sec-BuLi). The solvent is C1CCOC1 (THF), C1CCOC1 (THF). Conditions: time 2 hour. The product is FC1=C(C=O)C(=CC(=C1F)C1=CC=C(C=C1)CCCCC)C (2,3-difluoro-4-(4-pentylphenyl)-6-methylbenzaldehyde). Isolated yield 77.3%. As a reaction SMILES: [F:1][C:2]1[CH:3]=[C:4]([CH3:20])[CH:5]=[C:6]([C:9]2[CH:14]=[CH:13][C:12]([CH2:15][CH2:16][CH2:17][CH2:18][CH3:19])=[CH:11][CH:10]=2)[C:7]=1[F:8].[Li]C(CC)C.CN([CH:29]=[O:30])C.Cl>C1COCC1>[F:1][C:2]1[C:7]([F:8])=[C:6]([C:9]2[CH:14]=[CH:13][C:12]([CH2:15][CH2:16][CH2:17][CH2:18][CH3:19])=[CH:11][CH:10]=2)[CH:5]=[C:4]([CH3:20])[C:3]=1[CH:29]=[O:30]. Reported procedure: Under a nitrogen atmosphere, 8.93 g of the compound (22) having been dissolved in 66 mL of THF was cooled to −78° C., to which 39.0 mL of sec-BuLi (1 M/L) was added, followed by stirring at the same temperature for 2 hours. 3.56 g of DMF having been dissolved in 44 mL of THF was added thereto, followed by stirring at −78° C. for 1 hour, and after increasing the temperature to room temperature, stirring over night. 20 mL of 3N hydrochloric acid was added thereto, and the aqueous layer was extract... The reactants are CC(C)(C)NS(=O)(=O)C1=C(C=CC(=C1)C)OC (N-(1,1-dimethylethyl)-2-methoxy-5-methylbenzenesulfonamide), C1CC(=O)N(C1=O)Br (NBS). Reagents/catalysts: N(=NC(C#N)(C)C)C(C#N)(C)C (azobisisobutyronitrile). Solvent: C(Cl)Cl (CH2Cl2). Reaction conditions: time 8 hour. Product: BrCC=1C=CC(=C(C1)S(=O)(=O)NC(C)(C)C)OC (5-Bromomethyl-N-(1,1-dimethylethyl)-2-methoxybenzenesulfonamide). Yield: 96.4%. Reaction SMILES: [CH3:1][C:2]([NH:5][S:6]([C:9]1[CH:14]=[C:13]([CH3:15])[CH:12]=[CH:11][C:10]=1[O:16][CH3:17])(=[O:8])=[O:7])([CH3:4])[CH3:3].C1C(=O)N([Br:25])C(=O)C1>C(Cl)Cl.N(C(C)(C)C#N)=NC(C)(C)C#N>[Br:25][CH2:15][C:13]1[CH:12]=[CH:11][C:10]([O:16][CH3:17])=[C:9]([S:6]([NH:5][C:2]([CH3:1])([CH3:3])[CH3:4])(=[O:8])=[O:7])[CH:14]=1. Procedure details: A mixture of 27 g of N-(1,1-dimethylethyl)-2-methoxy-5-methylbenzenesulfonamide (E. H. Huntress and F. H. Carten, J. Am. Chem. Soc., 62 (1940), 603), 19.6 g NBS and 0.3 g azobisisobutyronitrile in 200 ml CH2Cl2 was refluxed and illuminated with a sun lamp. After 8 hours the lamp was turned off and the reaction was refluxed for another 24 hr. The reaction was allowed to cool. The reaction mixture was washed with 200 ml of a 1:1:1:1 mixture of brine:sodium sulfite-sodium bicarbonate-water. The org...